describe an organic reaction: reactants, conditions, products, and yield From a dataset of the Open Reaction Database (ORD), a public repository of structured organic reaction records. The reactants are Cn1c(C(F)(F)F)cc(=O)n(-c2cc(Oc3ccccc3OCc3ccccc3)c(N)cc2F)c1=O, CC(C)CCON=O, CC#N, Cl[Cu], Cl[Cu]Cl, Cl. Product: Cn1c(C(F)(F)F)cc(=O)n(-c2cc(Oc3ccccc3OCc3ccccc3)c(Cl)cc2F)c1=O. RXN SMILES: [CH2:9]([c:10]1[cH:11][cH:12][cH:13][cH:14][cH:15]1)[O:16][c:17]1[c:18]([O:19][c:20]2[c:21]([NH2:22])[cH:23][c:24]([F:40])[c:25](-[n:27]3[c:28](=[O:39])[n:29]([CH3:38])[c:30]([C:34]([F:35])([F:36])[F:37])[cH:31][c:32]3=[O:33])[cH:26]2)[cH:41][cH:42][cH:43][cH:44]1.[CH3:1][CH:2]([CH2:3][CH2:4][O:5][N:6]=[O:7])[CH3:8].[CH3:51][C:52]#[N:53].[Cl:46][Cu:47].[Cl:48][Cu:49][Cl:50].[ClH:45]>>[CH2:9]([c:10]1[cH:11][cH:12][cH:13][cH:14][cH:15]1)[O:16][c:17]1[c:18]([O:19][c:20]2[c:21]([Cl:45])[cH:23][c:24]([F:40])[c:25](-[n:27]3[c:28](=[O:39])[n:29]([CH3:38])[c:30]([C:34]([F:35])([F:36])[F:37])[cH:31][c:32]3=[O:33])[cH:26]2)[cH:41][cH:42][cH:43][cH:44]1. The reactants are O (water), C(#C)[Mg]Br (ethynylmagnesium bromide), ClC=1C=2N(C=CC1)C(=C(N2)C2=CC=C(C=C2)F)C=O (8-chloro-2-(4-fluorophenyl)imidazo[1,2-α]pyridine-3-carbaldehyde). The reagents and catalysts are [O-2].[O-2].[Mn+4] (manganese dioxide). Run in ClCCl (dichlormethane), O1CCCC1 (tetrahydrofuran). Run at temperature -78 celsius, time 1 hour. Product: ClC=1C=2N(C=CC1)C(=C(N2)C2=CC=C(C=C2)F)C(C#C)=O (1-[8-chloro-2-(4-fluorophenyl)imidazo[1,2-α]pyridin-3-yl]-2-propyn-1-one). Yield: 54.8%. As a reaction SMILES: [Cl:1][C:2]1[C:3]2[N:4]([C:8]([CH:18]=[O:19])=[C:9]([C:11]3[CH:16]=[CH:15][C:14]([F:17])=[CH:13][CH:12]=3)[N:10]=2)[CH:5]=[CH:6][CH:7]=1.[C:20]([Mg]Br)#[CH:21].O>O1CCCC1.ClCCl.[O-2].[O-2].[Mn+4]>[Cl:1][C:2]1[C:3]2[N:4]([C:8]([C:18](=[O:19])[C:20]#[CH:21])=[C:9]([C:11]3[CH:16]=[CH:15][C:14]([F:17])=[CH:13][CH:12]=3)[N:10]=2)[CH:5]=[CH:6][CH:7]=1 |f:5.6.7|. Procedure details: To a cold (−78° C.) suspension of 8-chloro-2-(4-fluorophenyl)imidazo[1,2-α]pyridine-3-carbaldehyde (0.94 g, 3.42 mmol) in tetrahydrofuran (20 mL) was added ethynylmagnesium bromide (15 mL, 0.5 M in tetrahydrofuran, 7.5 mmol) dropwise. The reaction mixture was stirred at −78° C. for 1 hour, then at 0° C. for 2 hours. The resulting solution was poured into water and extracted with ethyl acetate. The organic layer was washed with water and brine and the combined organics were dried over magnesium s... The reactants are FC1=CC=C(C=C1)C(C(C)C)O (1-(4-Fluoro-phenyl)-2-methyl-propan-1-ol), CC(=O)C.OS(=O)(=O)O.O=[Cr](=O)=O (Jones reagent), oil. The solvent is CC(=O)C (acetone). Yields the product FC1=CC=C(C=C1)C(C(C)C)=O (1-(4-Fluoro-phenyl)-2-methyl-propan-1-one). Reaction SMILES: [F:1][C:2]1[CH:7]=[CH:6][C:5]([CH:8]([OH:12])[CH:9]([CH3:11])[CH3:10])=[CH:4][CH:3]=1.CC(C)=O.OS(O)(=O)=O.O=[Cr](=O)=O>CC(C)=O>[F:1][C:2]1[CH:3]=[CH:4][C:5]([C:8](=[O:12])[CH:9]([CH3:10])[CH3:11])=[CH:6][CH:7]=1 |f:1.2.3|. Reported procedure: To a solution of 1-(4-Fluoro-phenyl)-2-methyl-propan-1-ol (1.6 g) in acetone (10 mL) at 0° C. is added Jones reagent (20 mL) with stirring. After 10 minutes excess Jones reagent is destroyed by addition of isopropyl alcohol. Diethyl ether is added followed by anhydrous magnesium and the mixture is filtered and evaporated to give the product, a yellow oil (1.2 g). The reactants are ice water, C([O-])([O-])=O.[K+].[K+] (potassium carbonate), FC1=CC=C(C=C1)C1SC2=C(NC1=O)C=CC=C2 (2-(4-fluorophenyl)-3-oxo-3,4-dihydro-2H-1,4-benzothiazine), [BH4-].[Na+] (sodium borohydride), Cl (hydrochloric acid). Solvent: O1CCCC1 (tetrahydrofuran). The product is FC1=CC=C(C=C1)C1SC2=C(NC1)C=CC=C2 (2-(4-fluorophenyl)-3,4-dihydro-2H-1,4-benzothiazine). Isolated yield 91.2%. As a reaction SMILES: [F:1][C:2]1[CH:7]=[CH:6][C:5]([CH:8]2[C:13](=O)[NH:12][C:11]3[CH:15]=[CH:16][CH:17]=[CH:18][C:10]=3[S:9]2)=[CH:4][CH:3]=1.[BH4-].[Na+].Cl.C(=O)([O-])[O-].[K+].[K+]>O1CCCC1>[F:1][C:2]1[CH:3]=[CH:4][C:5]([CH:8]2[CH2:13][NH:12][C:11]3[CH:15]=[CH:16][CH:17]=[CH:18][C:10]=3[S:9]2)=[CH:6][CH:7]=1 |f:1.2,4.5.6|. Procedure: To a mixture of 2-(4-fluorophenyl)-3-oxo-3,4-dihydro-2H-1,4-benzothiazine (4.0 g), sodium borohydride (2.91 g) and tetrahydrofuran (100 ml) is added dropwise with stirring boron trifluoride etherate complex (12. 5 ml) at room temperature, and the mixture is refluxed for 1.5 hour. After cooling, to the mixture is added dropwise 10% hydrochloric acid (35 ml), and the mixture is further refluxed for one hour. The reaction mixture is poured into ice water and made alkaline with potassium carbonate a... Reactants: C1(=CC=CC=C1)S(=O)(=O)OCC(=O)OCCCC (n-butyl phenylsulfonyloxyacetate), C1(=CC(=CC(=C1)C)C)C (mesitylene), [OH-].[Na+] (NaOH). Run in O (water), CO (methanol). Product: C1(=C(C(=CC(=C1)C)C)CC(=O)O)C (mesitylacetic acid). Isolated yield 85.0%. As a reaction SMILES: C1(S(O[CH2:11][C:12]([O:14]CCCC)=[O:13])(=O)=O)C=CC=CC=1.[OH-].[Na+].[C:21]1([CH3:29])[CH:26]=[C:25]([CH3:27])[CH:24]=[C:23]([CH3:28])[CH:22]=1>O.CO>[C:21]1([CH3:29])[CH:26]=[C:25]([CH3:27])[CH:24]=[C:23]([CH3:28])[C:22]=1[CH2:11][C:12]([OH:14])=[O:13] |f:1.2|. Reported procedure: 8.0 g (0.06 tool) and 5.4 g (0.0198 mol) of n-butyl phenylsulfonyloxyacetate are reacted in 60 ml of mesitylene by the method of Example 7, and the reaction mixture is hydrolyzed with 5 g of NaOH in 15 ml of water and 50 ml of methanol to give the acid. 3.0 g (85% of theory) of mesitylacetic acid are isolated. The reactants are COC1=C(C(=O)OCC)C(=CC=C1OC)N (ethyl 2,3-dimethoxy-6-aminobenzoate), ClN1C(CCC1=O)=O (N-chlorosuccinimide). Product: ClC=1C=C(C(=C(C(=O)OCC)C1N)OC)OC (Ethyl 5-chloro-2,3-dimethoxy-6-aminobenzoate). The yield is 55.0%. As a reaction SMILES: [CH3:1][O:2][C:3]1[C:13]([O:14][CH3:15])=[CH:12][CH:11]=[C:10]([NH2:16])[C:4]=1[C:5]([O:7][CH2:8][CH3:9])=[O:6].[Cl:17]N1C(=O)CCC1=O>>[Cl:17][C:11]1[CH:12]=[C:13]([O:14][CH3:15])[C:3]([O:2][CH3:1])=[C:4]([C:10]=1[NH2:16])[C:5]([O:7][CH2:8][CH3:9])=[O:6]. Procedure details: Following the procedure employed in Example 27, treatment of ethyl 2,3-dimethoxy-6-aminobenzoate with N-chlorosuccinimide gave a 55% yield of the title compound after EtOH crystallization; mp 60-62%. Reactants: C(C)OC1=C(C=CC(=C1)OCC1=CC(=CC=C1)OCC=1N=C(OC1C)C1=CC=CC=C1)CCC(=O)OCC (ethyl 3-[2-ethoxy-4-[3-[(5-methyl-2-phenyl-4-oxazolyl)methoxy]benzyloxy]phenyl]propionate), O1CCCC1 (tetrahydrofuran), [OH-].[Na+] (sodium hydroxide), Cl (Hydrochloric acid). Run in C(C)O (ethanol), O (water). Conditions: temperature 50 celsius, time 2 hour. Product: C(C)OC1=C(C=CC(=C1)OCC1=CC(=CC=C1)OCC=1N=C(OC1C)C1=CC=CC=C1)CCC(=O)O (3-[2-ethoxy-4-[3-[(5-methyl-2-phenyl-4-oxazolyl)methoxy]benzyloxy]phenyl]propionic acid). Yield: 84.4%. As a reaction SMILES: [CH2:1]([O:3][C:4]1[CH:9]=[C:8]([O:10][CH2:11][C:12]2[CH:17]=[CH:16][CH:15]=[C:14]([O:18][CH2:19][C:20]3[N:21]=[C:22]([C:26]4[CH:31]=[CH:30][CH:29]=[CH:28][CH:27]=4)[O:23][C:24]=3[CH3:25])[CH:13]=2)[CH:7]=[CH:6][C:5]=1[CH2:32][CH2:33][C:34]([O:36]CC)=[O:35])[CH3:2].O1CCCC1.[OH-].[Na+].Cl>O.C(O)C>[CH2:1]([O:3][C:4]1[CH:9]=[C:8]([O:10][CH2:11][C:12]2[CH:17]=[CH:16][CH:15]=[C:14]([O:18][CH2:19][C:20]3[N:21]=[C:22]([C:26]4[CH:27]=[CH:28][CH:29]=[CH:30][CH:31]=4)[O:23][C:24]=3[CH3:25])[CH:13]=2)[CH:7]=[CH:6][C:5]=1[CH2:32][CH2:33][C:34]([OH:36])=[O:35])[CH3:2] |f:2.3|. Procedure: To a mixture of ethyl 3-[2-ethoxy-4-[3-[(5-methyl-2-phenyl-4-oxazolyl)methoxy]benzyloxy]phenyl]propionate (0.94 g), tetrahydrofuran (4 mL) and ethanol (4 mL) was added a 1N aqueous sodium hydroxide solution (3.6 mL) and the mixture was stirred at 50° C. for 2 hrs. 1N Hydrochloric acid and water were added to acidify the reaction mixture, and the mixture was extracted with ethyl acetate. The organic layer was washed with saturated brine, dried over anhydrous magnesium sulfate and concentrated to ... The product is CC1=C(C=CCC(CCC(=O)O)(C(C=CC2=CC=C(C=C2)Cl)=O)C2=CC=CC=C2)C=CC=C1 (4-(o-Methylcinnamyl)-4-phenyl-5-oxo-7-(p-chlorophenyl)-6-heptenoic Acid). Starting materials: C(C=C)(=O)OC (methyl acrylate), ClC1=CC=C(C=C1)C=CC(C(CC=CC1=C(C=CC=C1)C)C1=CC=CC=C1)=O (1-(p-chlorophenyl)-4-phenyl-7-(o-methylphenyl)-1,6-heptadien-3-one). Solvent: C(OC)COC (glyme), CO (MeOH), C(OC)COC (glyme). Reaction SMILES: [Cl:1][C:2]1[CH:7]=[CH:6][C:5]([CH:8]=[CH:9][C:10](=[O:28])[CH:11]([C:22]2[CH:27]=[CH:26][CH:25]=[CH:24][CH:23]=2)[CH2:12][CH:13]=[CH:14][C:15]2[CH:20]=[CH:19][CH:18]=[CH:17][C:16]=2[CH3:21])=[CH:4][CH:3]=1.[C:29]([O:33]C)(=[O:32])[CH:30]=[CH2:31]>CO.C(COC)OC>[CH3:21][C:16]1[CH:17]=[CH:18][CH:19]=[CH:20][C:15]=1[CH:14]=[CH:13][CH2:12][C:11]([C:22]1[CH:23]=[CH:24][CH:25]=[CH:26][CH:27]=1)([C:10](=[O:28])[CH:9]=[CH:8][C:5]1[CH:6]=[CH:7][C:2]([Cl:1])=[CH:3][CH:4]=1)[CH2:31][CH2:30][C:29]([OH:33])=[O:32]. Run at time 24 hour. Reported procedure: Triton B (1 ml., 40% in MeOH) is added to a stirred soluton of 1-(p-chlorophenyl)-4-phenyl-7-(o-methylphenyl)-1,6-heptadien-3-one (15.47 g., 0.04 mole) in glyme (150 ml.), followed by addition of methyl acrylate (4.13 g., 0.048 mole) in glyme (25 ml.). After stirring for 24 hours, the solvent is removed in vacuo, and water (600 ml.) and dilute hydrochloric acid (25 ml.) are added to the residue. The organic material is extracted into ether and these extracts are washed with water, saturated brin... Starting materials: COC(=O)C1C(CCC1)=O (2-oxo-cyclopentanecarboxylic acid methyl ester), N=1NC(=CC1)N (2H-pyrazol-3-ylamine), N1=CC=C2N=C3C(=C(N12)O)CCCCC3 (6,7,8,9-tetrahydro-5H-1,4,10a-triaza-cyclohepta[f]inden-10-ol). Run in C(C)(=O)O (acetic acid). The product is N1=CC=C2N=C3CCCC3=C(N12)O (6,7-Dihydro-5H-1,4,8a-triaza-s-indacen-8-ol). Reaction SMILES: [N:1]1[N:9]2[C:4]([N:5]=[C:6]3[CH2:15][CH2:14][CH2:13]CC[C:7]3=[C:8]2[OH:10])=[CH:3][CH:2]=1.COC(C1CCCC1=O)=O.N1NC(N)=CC=1>C(O)(=O)C>[N:1]1[N:9]2[C:4]([N:5]=[C:6]3[C:7](=[C:8]2[OH:10])[CH2:13][CH2:14][CH2:15]3)=[CH:3][CH:2]=1. Procedure: Using the method described for the preparation of 6,7,8,9-tetrahydro-5H-1,4,10a-triaza-cyclohepta[f]inden-10-ol, the reaction of 2-oxo-cyclopentanecarboxylic acid methyl ester and 2H-pyrazol-3-ylamine in acetic acid provided the title compound.